This data is from the Open Reaction Database (ORD), a public repository of structured organic reaction records. The task is: describe an organic reaction: reactants, conditions, products, and yield Reactants: CS(=O)(=O)OCCC=1C=C(C(=O)OCC)C=CC1 (Ethyl 3-{2-[(methylsulfonyl)oxy]ethyl}benzoate), N1CCC(CC1)C1=CC=NC=C1 (1,2,3,4,5,6-hexahydro-[4,4′]bipyridinyl), C([O-])([O-])=O.[K+].[K+] (potassium carbonate). Solvent: CC#N (MeCN). Conditions: temperature 60 celsius, time 8 hour. Product: N1=CC=C(C=C1)C1CCN(CC1)CCC=1C=C(C(=O)OCC)C=CC1 (ethyl 3-{2-[4-(pyridin-4-yl)piperidin-1-yl]ethyl}benzoate). Isolated yield 57.3%. Reaction SMILES: CS(O[CH2:6][CH2:7][C:8]1[CH:9]=[C:10]([CH:16]=[CH:17][CH:18]=1)[C:11]([O:13][CH2:14][CH3:15])=[O:12])(=O)=O.[NH:19]1[CH2:24][CH2:23][CH:22]([C:25]2[CH:30]=[CH:29][N:28]=[CH:27][CH:26]=2)[CH2:21][CH2:20]1.C(=O)([O-])[O-].[K+].[K+]>CC#N>[N:19]1[CH:20]=[CH:21][C:22]([CH:25]2[CH2:30][CH2:29][N:28]([CH2:6][CH2:7][C:8]3[CH:9]=[C:10]([CH:16]=[CH:17][CH:18]=3)[C:11]([O:13][CH2:14][CH3:15])=[O:12])[CH2:27][CH2:26]2)=[CH:23][CH:24]=1 |f:2.3.4|. Reported procedure: Ethyl 3-{2-[(methylsulfonyl)oxy]ethyl}benzoate (170 mg) was mixed with MeCN (3.4 ml), and 1,2,3,4,5,6-hexahydro-[4,4′]bipyridinyl (122 mg) and potassium carbonate (173 mg) were added thereto, followed by stirring at 60° C. overnight. After cooling to room temperature, the insoluble matter was removed by filtration and the filtrate was concentrated under reduced pressure. The residue was purified by silica gel column chromatography (MeOH/CHCl3) to obtain ethyl 3-{2-[4-(pyridin-4-yl)piperidin-1-yl... Reactants: CCCCCC (n-hexane), ClC1=C(C(=CC(=C1)Cl)Cl)N1NC(=C(C1=O)O)NC(C1=CC(=CC=C1)NC(COC1=C(C=C(C=C1)C(C)(C)CC)C(C)(C)CC)=O)=O (1-(2,4,6-trichlorophenyl)-3-[3-{α-(2,4-di-t-amylphenoxy)acetamido}benzamido]-4-hydroxy-5-pyrazolone), C1(=CC=CC=C1)N=C=O (phenyl isocyanate), N1=CC=CC=C1 (pyridine). Run in C1(=CC=CC=C1)C (toluene). Product: ClC1=C(C(=CC(=C1)Cl)Cl)N1NC(=C(C1=O)OC(=O)NC1=CC=CC=C1)NC(C1=CC(=CC=C1)NC(COC1=C(C=C(C=C1)C(C)(C)CC)C(C)(C)CC)=O)=O (1-(2,4,6-trichlorophenyl)-3-[3-{α-(2,4-di-t-amylphenoxy)acetamido}benzamido]-4-anilinocarbonyloxy-5-pyrazolone). As a reaction SMILES: [Cl:1][C:2]1[CH:7]=[C:6]([Cl:8])[CH:5]=[C:4]([Cl:9])[C:3]=1[N:10]1[C:14](=[O:15])[C:13]([OH:16])=[C:12]([NH:17][C:18](=[O:46])[C:19]2[CH:24]=[CH:23][CH:22]=[C:21]([NH:25][C:26](=[O:45])[CH2:27][O:28][C:29]3[CH:34]=[CH:33][C:32]([C:35]([CH2:38][CH3:39])([CH3:37])[CH3:36])=[CH:31][C:30]=3[C:40]([CH2:43][CH3:44])([CH3:42])[CH3:41])[CH:20]=2)[NH:11]1.[C:47]1([N:53]=[C:54]=[O:55])[CH:52]=[CH:51][CH:50]=[CH:49][CH:48]=1.N1C=CC=CC=1.CCCCCC>C1(C)C=CC=CC=1>[Cl:9][C:4]1[CH:5]=[C:6]([Cl:8])[CH:7]=[C:2]([Cl:1])[C:3]=1[N:10]1[C:14](=[O:15])[C:13]([O:16][C:54]([NH:53][C:47]2[CH:52]=[CH:51][CH:50]=[CH:49][CH:48]=2)=[O:55])=[C:12]([NH:17][C:18](=[O:46])[C:19]2[CH:24]=[CH:23][CH:22]=[C:21]([NH:25][C:26](=[O:45])[CH2:27][O:28][C:29]3[CH:34]=[CH:33][C:32]([C:35]([CH2:38][CH3:39])([CH3:37])[CH3:36])=[CH:31][C:30]=3[C:40]([CH2:43][CH3:44])([CH3:42])[CH3:41])[CH:20]=2)[NH:11]1. Procedure: 0.01 mole of 1-(2,4,6-trichlorophenyl)-3-[3-{α-(2,4-di-t-amylphenoxy)acetamido}benzamido]-4-hydroxy-5-pyrazolone and 0.01 mole of phenyl isocyanate are dissolved in 100 ml of dehydrated toluene, added with 0.02 moles of pyridine and heated for 5 to 6 hours under reflux. The solvent is eliminated under reduced pressure after the reaction, and n-hexane is added. The solid is collected by filtration, then washed with n-hexane and dried to obtain the coupler (1) in a state of colorless powder with a... Procedure details: N-{6-[2-(2,4-difluorophenyl)chroman-6-yloxy]pyridin-3-yl}methane sulfonamide was prepared as described for N-[6-(2-phenylchroman-6-yloxy)pyridin-3-yl]methane sulfonamide in Example 46 starting from 100 mg of 6-[2-(2,4-difluorophenyl)chroman-6-yloxy]-pyridin-3-ylamine (Example 70). The product was crystallised from a mixture of methanol and diethyl ether. 1H NMR (400 MHz, d6-DMSO) δ: 9.67 (s, 1H), 7.99 (d, 1H, J 2.8 Hz), 7.67 (dd, 1H, J 8.8, 2.8 Hz), 7.60 (m, 1H), 7.30 (m, 1H), 7.16 (m, 1H), 6.98... The reactants are C1(=CC=CC=C1)C1OC2=CC=C(C=C2CC1)OC1=CC=C(C=N1)NS(=O)(=O)C (N-[6-(2-phenylchroman-6-yloxy)pyridin-3-yl]methane sulfonamide), FC1=C(C=CC(=C1)F)C1OC2=CC=C(C=C2CC1)OC1=CC=C(C=N1)N (6-[2-(2,4-Difluorophenyl)chroman-6-yloxy]-pyridin-3-ylamine). Reaction SMILES: C1(C2CCC3C(=CC=C(OC4N=CC(N[S:25]([CH3:28])(=[O:27])=[O:26])=CC=4)C=3)O2)C=CC=CC=1.[F:29][C:30]1[CH:35]=[C:34]([F:36])[CH:33]=[CH:32][C:31]=1[CH:37]1[CH2:46][CH2:45][C:44]2[C:39](=[CH:40][CH:41]=[C:42]([O:47][C:48]3[N:53]=[CH:52][C:51]([NH2:54])=[CH:50][CH:49]=3)[CH:43]=2)[O:38]1>>[F:29][C:30]1[CH:35]=[C:34]([F:36])[CH:33]=[CH:32][C:31]=1[CH:37]1[CH2:46][CH2:45][C:44]2[C:39](=[CH:40][CH:41]=[C:42]([O:47][C:48]3[N:53]=[CH:52][C:51]([NH:54][S:25]([CH3:28])(=[O:27])=[O:26])=[CH:50][CH:49]=3)[CH:43]=2)[O:38]1. The product is FC1=C(C=CC(=C1)F)C1OC2=CC=C(C=C2CC1)OC1=CC=C(C=N1)NS(=O)(=O)C (N-{6-[2-(2,4-difluorophenyl)chroman-6-yloxy]pyridin-3-yl}methane sulfonamide). The reactants are C(C)N1C(C(=C(C1)C1=CC=CC=C1)O)=O (1-ethyl-3-hydroxy-4-phenyl-3-pyrrolin-2-one), Cl (hydrogen chloride), 1-ethyl-3-(β-piperidinoethoxy)-4-phenyl-3-pyrrolidin-2-one hydrochloride, N1(CCCCC1)CCCl (β-piperidinoethyl chloride), Cl (hydrochloride). The solvent is C(C)(=O)OCC (ethyl acetate). Product: C(C)N1C(C(=C(C1)C1=CC=CC=C1)OCCN1CCCCC1)=O (1-Ethyl-3-(β-piperidinoethoxy)-4-phenyl-3-pyrrolin-2-one). Reaction SMILES: [CH2:1]([N:3]1[CH2:7][C:6]([C:8]2[CH:13]=[CH:12][CH:11]=[CH:10][CH:9]=2)=[C:5]([OH:14])[C:4]1=[O:15])[CH3:2].[N:16]1([CH2:22][CH2:23]Cl)[CH2:21][CH2:20][CH2:19][CH2:18][CH2:17]1.Cl>C(OCC)(=O)C>[CH2:1]([N:3]1[CH2:7][C:6]([C:8]2[CH:9]=[CH:10][CH:11]=[CH:12][CH:13]=2)=[C:5]([O:14][CH2:23][CH2:22][N:16]2[CH2:21][CH2:20][CH2:19][CH2:18][CH2:17]2)[C:4]1=[O:15])[CH3:2]. Reported procedure: In a manner analogous to that described in Example 1, 30.5 g. 1-ethyl-3-hydroxy-4-phenyl-3-pyrrolin-2-one is reacted with 21.5 g. β-piperidinoethyl chloride. The base obtained is converted into the crystalline hydrochloride in ethyl acetate by means of gaseous hydrogen chloride. There is obtained 22.5 g. (42% of theory) 1-ethyl-3-(β-piperidinoethoxy)-4-phenyl-3-pyrrolidin-2-one hydrochloride; m.p. 120° C., (decomp.), after recrystallization from methyl ethyl ketone. Starting materials: CCOC(=O)N1CCC(O)C(c2ccccc2)C1, Cc1ccc(O)cc1, CCOC(=O)N=NC(=O)OCC, c1ccc(P(c2ccccc2)c2ccccc2)cc1, c1ccccc1. The product is CCOC(=O)N1CCC(Oc2ccc(C)cc2)C(c2ccccc2)C1. RXN SMILES: [CH2:1]([CH3:2])[O:3][C:4](=[O:5])[N:6]1[CH2:7][CH:8]([c:13]2[cH:14][cH:15][cH:16][cH:17][cH:18]2)[CH:9]([OH:12])[CH2:10][CH2:11]1.[CH3:38][c:39]1[cH:40][cH:41][c:42]([OH:43])[cH:44][cH:45]1.[O:46]=[C:47]([O:48][CH2:49][CH3:50])[N:51]=[N:52][C:53]([O:54][CH2:55][CH3:56])=[O:57].[c:19]1([P:20]([c:21]2[cH:22][cH:23][cH:24][cH:25][cH:26]2)[c:27]2[cH:28][cH:29][cH:30][cH:31][cH:32]2)[cH:33][cH:34][cH:35][cH:36][cH:37]1.[cH:58]1[cH:59][cH:60][cH:61][cH:62][cH:63]1>>[CH2:1]([CH3:2])[O:3][C:4](=[O:5])[N:6]1[CH2:7][CH:8]([c:13]2[cH:14][cH:15][cH:16][cH:17][cH:18]2)[CH:9]([O:12][c:42]2[cH:41][cH:40][c:39]([CH3:38])[cH:45][cH:44]2)[CH2:10][CH2:11]1. The reactants are COC1=CC=C(C=N1)N1CCC(CC1)(C)C (6′-methoxy-4,4-dimethyl-3,4,5,6-tetrahydro-2H-[1,3′]bipyridinyl), Cl.N1=CC=CC=C1 (pyridine hydrochloride), [OH-].[Na+] (sodium hydroxide). Solvent: O (water). Run at temperature 200 celsius. Product: CC1(CCN(CC1)C=1C=NC(=CC1)O)C (4,4-Dimethyl-3,4,5,6-tetrahydro-2H-[1,3]bipyridinyl-6′-ol). Isolated yield 71.8%. As a reaction SMILES: C[O:2][C:3]1[N:8]=[CH:7][C:6]([N:9]2[CH2:14][CH2:13][C:12]([CH3:16])([CH3:15])[CH2:11][CH2:10]2)=[CH:5][CH:4]=1.Cl.N1C=CC=CC=1.[OH-].[Na+]>O>[CH3:15][C:12]1([CH3:16])[CH2:11][CH2:10][N:9]([C:6]2[CH:7]=[N:8][C:3]([OH:2])=[CH:4][CH:5]=2)[CH2:14][CH2:13]1 |f:1.2,3.4|. Procedure: A mixture of 6′-methoxy-4,4-dimethyl-3,4,5,6-tetrahydro-2H-[1,3′]bipyridinyl (1.28 g, 5.81 mmol) and pyridine hydrochloride (5.00 g, 43.3 mmol) was heated in a kugelrohr oven at 200° C. for 15 minutes. After cooling to room temperature water was added and the solution was made slightly basic with aqueous 1N sodium hydroxide. The solution was extracted three times with dichloromethane and the combined organic layers were dried over sodium sulphate, filtered and evaporated in vacuo, yielding the t... Starting materials: Cc1ncc(C(=O)O)c(-c2ccccc2)n1, Cc1nc2sccn2c1C(=O)NCC1CC2CC2N1. Product: Cc1ncc(C(=O)N2C(CNC(=O)c3c(C)nc4sccn34)CC3CC32)c(-c2ccccc2)n1. As a reaction SMILES: [CH3:20][c:21]1[n:22][cH:23][c:24]([C:33](=[O:34])[OH:35])[c:25](-[c:27]2[cH:28][cH:29][cH:30][cH:31][cH:32]2)[n:26]1.[CH:1]12[NH:2][CH:3]([CH2:7][NH:8][C:9](=[O:10])[c:11]3[c:12]([CH3:19])[n:13][c:14]4[s:15][cH:16][cH:17][n:18]34)[CH2:4][CH:5]1[CH2:6]2>>[CH:1]12[N:2]([C:33]([c:24]3[cH:23][n:22][c:21]([CH3:20])[n:26][c:25]3-[c:27]3[cH:28][cH:29][cH:30][cH:31][cH:32]3)=[O:34])[CH:3]([CH2:7][NH:8][C:9](=[O:10])[c:11]3[c:12]([CH3:19])[n:13][c:14]4[s:15][cH:16][cH:17][n:18]34)[CH2:4][CH:5]1[CH2:6]2.